Dataset: the Open Reaction Database (ORD), a public repository of structured organic reaction records. Task: describe an organic reaction: reactants, conditions, products, and yield Starting materials: C(C1=CC=CC=C1)=O (benzaldehyde), CNC(C(CCCN(C)C)C1=CC=CC=C1)=O (N-methyl-5-dimethylamino-2-phenylpentanamide), solution, [Li]CCCC (n-BuLi). Solvent: C1CCOC1 (THF), C1CCOC1 (THF), CCCCCC (n-hexane). Run at temperature 0 celsius, time 30 minute. Yields the product CNC(C(CCCN(C)C)(C1=CC=CC=C1)C(C1=CC=CC=C1)O)=O (N-Methyl-2-(hydroxyphenylmethyl)-5-dimethylamino-2-phenylpentanamide). Reaction SMILES: [CH3:1][NH:2][C:3](=[O:17])[CH:4]([C:11]1[CH:16]=[CH:15][CH:14]=[CH:13][CH:12]=1)[CH2:5][CH2:6][CH2:7][N:8]([CH3:10])[CH3:9].[Li]CCCC.[CH:23](=[O:30])[C:24]1[CH:29]=[CH:28][CH:27]=[CH:26][CH:25]=1>C1COCC1.CCCCCC>[CH3:1][NH:2][C:3](=[O:17])[C:4]([CH:23]([OH:30])[C:24]1[CH:29]=[CH:28][CH:27]=[CH:26][CH:25]=1)([C:11]1[CH:12]=[CH:13][CH:14]=[CH:15][CH:16]=1)[CH2:5][CH2:6][CH2:7][N:8]([CH3:10])[CH3:9]. Procedure details: To N-methyl-5-dimethylamino-2-phenylpentanamide (5.0 g, 0.023 mol) dissolved in 50 ml THF was added 18.1 ml of a 2.5M solution of n-BuLi in n-hexane with ice-cooling under N2. After stirring at 0° C. for 30 min, benzaldehyde (2.4 g, 0.023 mol) dissolved in 10 ml THF was added dropwise to the foregoing solution. The reaction mixture was stirred for 5 min at 0° C. and then poured into ice-cold HCl. The resulting solution was washed with Et2O, basified by adding dilute NaOH while stirring in the co... As a reaction SMILES: [CH2:13]([CH:14]([CH3:15])[CH3:16])[NH2:17].[CH3:18][c:19]1[cH:20][cH:21][cH:22][cH:23][cH:24]1.[Cl:1][c:2]1[cH:3][c:4]([CH:5]=[CH:6][C:7](=[O:8])[Cl:9])[cH:10][cH:11][cH:12]1.[cH:25]1[cH:26][cH:27][cH:28][cH:29][cH:30]1>>[Cl:1][c:2]1[cH:3][c:4]([CH:5]=[CH:6][C:7](=[O:8])[NH:17][CH2:13][CH:14]([CH3:15])[CH3:16])[cH:10][cH:11][cH:12]1. The product is CC(C)CNC(=O)C=Cc1cccc(Cl)c1. Starting materials: CC(C)CN, Cc1ccccc1, O=C(Cl)C=Cc1cccc(Cl)c1, c1ccccc1.